Dataset: the Open Reaction Database (ORD), a public repository of structured organic reaction records. Task: describe an organic reaction: reactants, conditions, products, and yield Starting materials: Cl.N[C@@H]1[C@@H](CCC1)C(=O)O ((1R,2S)-2-Amino-cyclopentanecarboxylic acid hydrochloride), solution, C[Si](C)(C)C=[N+]=[N-] ((trimethylsilyl)diazomethane), hexanes. Solvent: C1=CC=CC=C1 (benzene), CO (methanol). Conditions: temperature 0 celsius, time 30 minute. The product is Cl.COC(=O)[C@H]1[C@H](CCC1)N ((1R,2S)-2-Amino-cyclopentanecarboxylic acid methyl ester hydrochloride). RXN SMILES: [ClH:1].[NH2:2][C@H:3]1[CH2:7][CH2:6][CH2:5][C@H:4]1[C:8]([OH:10])=[O:9].[CH3:11][Si](C=[N+]=[N-])(C)C>C1C=CC=CC=1.CO>[ClH:1].[CH3:11][O:9][C:8]([C@@H:4]1[CH2:5][CH2:6][CH2:7][C@@H:3]1[NH2:2])=[O:10] |f:0.1,5.6|. Reported procedure: (1R,2S)-2-Amino-cyclopentanecarboxylic acid hydrochloride (96 mg, 0.58 mmol) was dissolved in a 1:1 mixture of benzene and methanol (6 mL). The mixture was cooled to 0° C. A 2.0 M solution of (trimethylsilyl)diazomethane in hexanes (0.44 mL, 0.87 mmol) was added and the reaction was stirred at 25° C. for 30 min. The mixture was concentrated and dried in vacuo. The crude product was directly used in the next step. Reactants: [Cl-].[Na+] (Sodium chloride), C([O-])([O-])=O.[Cs+].[Cs+] (Cesium carbonate), C(C1CCCO1)Br (tetrahydrofurfuryl bromide), NC1=NC=2C=CC(=CC2C2=C1N=C(N2CCC)COCC)O (4-amino-2-(ethoxymethyl)-1-propyl-1H-imidazo[4,5-c]quinolin-8-ol). Solvent: CN(C)C=O (DMF), O (water). Reaction conditions: temperature 75 celsius, time 30 minute. The product is C(C)OCC=1N(C2=C(C(=NC=3C=CC(=CC23)OCC2OCCC2)N)N1)CCC (2-(ethoxymethyl)-1-propyl-8-(tetrahydrofuran-2-ylmethoxy)-1H-imidazo[4,5-c]quinolin-4-amine). Isolated yield 67.2%. As a reaction SMILES: C(=O)([O-])[O-].[Cs+].[Cs+].[CH2:7](Br)[CH:8]1[O:12][CH2:11][CH2:10][CH2:9]1.[NH2:14][C:15]1[C:24]2[N:25]=[C:26]([CH2:31][O:32][CH2:33][CH3:34])[N:27]([CH2:28][CH2:29][CH3:30])[C:23]=2[C:22]2[CH:21]=[C:20]([OH:35])[CH:19]=[CH:18][C:17]=2[N:16]=1.[Cl-].[Na+]>CN(C=O)C.O>[CH2:33]([O:32][CH2:31][C:26]1[N:27]([CH2:28][CH2:29][CH3:30])[C:23]2[C:22]3[CH:21]=[C:20]([O:35][CH2:7][CH:8]4[CH2:9][CH2:10][CH2:11][O:12]4)[CH:19]=[CH:18][C:17]=3[N:16]=[C:15]([NH2:14])[C:24]=2[N:25]=1)[CH3:34] |f:0.1.2,5.6|. Procedure: Cesium carbonate (1.62 g, 5.00 mmol) was added to a solution of tetrahydrofurfuryl bromide (330 mg, 1.99 mmol) and 4-amino-2-(ethoxymethyl)-1-propyl-1H-imidazo[4,5-c]quinolin-8-ol (500 mg, 1.66 mmol, prepared in Parts A and B of Example 566) in anhydrous DMF (20 mL). The reaction mixture was heated at 75° C. overnight, allowed to cool, and poured into deionized water (300 mL). After 30 minutes of stirring, a brown precipitate formed. Sodium chloride (100 g) was added, and the resulting mixture w... Reactants: OC1=C(OC=CC1=O)C (3-hydroxy-2-methylpyr-4-one), C(C)N (ethylamine), C (charcoal). Run in O (water). Run at time 0.5 hour. The product is C(C)N1C(=C(C(C=C1)=O)O)C (1-Ethyl-3-hydroxy-2-methylpyrid-4-one). RXN SMILES: [OH:1][C:2]1[C:7](=[O:8])[CH:6]=[CH:5]O[C:3]=1[CH3:9].[CH2:10]([NH2:12])[CH3:11].C>O>[CH2:10]([N:12]1[CH:5]=[CH:6][C:7](=[O:8])[C:2]([OH:1])=[C:3]1[CH3:9])[CH3:11]. Procedure details: 1-Ethyl-3-hydroxy-2-methylpyrid-4-one was prepared by dissolving 10.0 g of 3-hydroxy-2-methylpyr-4-one (Maltol) and 3 equivalents of ethylamine (70%) in 200 ml of water. The reaction mixture was refluxed for 10 hours at which time it was black in color. Decolorizing charcoal was then added to the mixture and it was stirred an additional 0.5 hours. The mixture was then filtered through a fine frit and the filtrate was concentrated in vacuo to remove the water and excess amine. The resulting brown...